From a dataset of the Open Reaction Database (ORD), a public repository of structured organic reaction records. describe an organic reaction: reactants, conditions, products, and yield The reactants are CCCCCCCCCCCCOc1ccc(C(=O)O)cc1, O=S(Cl)Cl. Product: CCCCCCCCCCCCOc1ccc(C(=O)O)cc1, [Cl-]. RXN SMILES: [CH2:1]([CH2:2][CH2:3][CH2:4][CH2:5][CH2:6][CH2:7][CH2:8][CH2:9][CH2:10][CH2:11][CH3:12])[O:13][c:14]1[cH:15][cH:16][c:17]([C:18](=[O:19])[OH:20])[cH:21][cH:22]1.[S:23]([Cl:24])([Cl:25])=[O:26]>>[CH2:1]([CH2:2][CH2:3][CH2:4][CH2:5][CH2:6][CH2:7][CH2:8][CH2:9][CH2:10][CH2:11][CH3:12])[O:13][c:14]1[cH:15][cH:16][c:17]([C:18](=[O:19])[OH:20])[cH:21][cH:22]1.[Cl-:25]. RXN SMILES: [Br:14][CH2:15][CH2:16][Br:17].[F:3][C:4]([c:5]1[cH:6][c:7]([OH:11])[cH:8][cH:9][cH:10]1)([F:12])[F:13].[Na+:2].[OH-:1].[OH2:18]>>[F:3][C:4]([c:5]1[cH:6][c:7]([O:11][CH2:16][CH2:15][Br:14])[cH:8][cH:9][cH:10]1)([F:12])[F:13]. The reactants are BrCCBr, Oc1cccc(C(F)(F)F)c1, [Na+], [OH-], O. Yields the product FC(F)(F)c1cccc(OCCBr)c1. RXN SMILES: [CH3:1][O:2][C:3]1[CH:4]=[C:5]([C:9](=O)[CH3:10])[CH:6]=[CH:7][CH:8]=1.[NH2:12][NH2:13]>C(O)C>[CH3:1][O:2][C:3]1[CH:4]=[C:5]([CH:6]=[CH:7][CH:8]=1)[CH:9]([NH:12][NH2:13])[CH3:10]. Yield: 41.0%. Product: COC=1C=C(C(C)NN)C=CC1 (3-methoxy-α-methylbenzylhydrazine). Procedure: A mixture of 3′-methoxyacetophenone (1.5 g, 10 m mol), anhydrous hydrazine (1.28 g, 40 m mol) and dry ethanol (10 ml) was heated under reflux for 3 hours. Thereafter, the solvent was distilled off under reduced pressure. The residue was subjected to chromatography on silica gel (50 g) using ethyl acetate-hexane (1:1), and eluted with ethyl acetate-hexane (1:1) and then with ethyl acetate. The resulting yellow oily material (1.2 g) was dissolved in ethanol (20 ml). After the addition of 5% pallad... The reactants are COC=1C=C(C=CC1)C(C)=O (3′-methoxyacetophenone), NN (hydrazine). Solvent: C(C)O (ethanol). Conditions: time 48 hour. Starting materials: BrC=1C(=NOC1C)NC(OCC(Cl)(Cl)Cl)=O (2,2,2-trichloroethyl 4-bromo-5-methylisoxazol-3-ylcarbamate), C(C(O)CC(C)C)(=O)OC (methyl leucate), C1(=CC=CC=C1)P(C1=CC=CC=C1)C1=CC=CC=C1 (triphenyl phosphine), N(=NC(=O)OC(C)C)C(=O)OC(C)C (diisopropyl azodicarboxylate). The solvent is CN(C)C=O (DMF), O (Water). Reaction conditions: time 8 hour. Product: BrC=1C(=NOC1C)N([C@@H](CC(C)C)C(=O)OC)C(=O)OCC(Cl)(Cl)Cl (methyl N-(4-bromo-5-methylisoxazol-3-yl)-N-[(2,2,2-trichloroethoxy)carbonyl]leucinate). RXN SMILES: [Br:1][C:2]1[C:3]([NH:8][C:9](=[O:16])[O:10][CH2:11][C:12]([Cl:15])([Cl:14])[Cl:13])=[N:4][O:5][C:6]=1[CH3:7].[C:17]([O:25][CH3:26])(=[O:24])[CH:18]([CH2:20][CH:21]([CH3:23])[CH3:22])O.C1(P(C2C=CC=CC=2)C2C=CC=CC=2)C=CC=CC=1.N(C(OC(C)C)=O)=NC(OC(C)C)=O>O.CN(C=O)C>[Br:1][C:2]1[C:3]([N:8]([C:9]([O:10][CH2:11][C:12]([Cl:14])([Cl:13])[Cl:15])=[O:16])[C@H:18]([C:17]([O:25][CH3:26])=[O:24])[CH2:20][CH:21]([CH3:23])[CH3:22])=[N:4][O:5][C:6]=1[CH3:7]. Procedure: To a dry degassed DMF solution (50 mL) of 2,2,2-trichloroethyl 4-bromo-5-methylisoxazol-3-ylcarbamate (2.67 g, 7.58 mmol), DL methyl leucate (2.31 g, 15.8 mmol), and triphenyl phosphine (4.11 g, 15.7 mmol) was added diisopropyl azodicarboxylate (3.1 ml, 15.7 mmol) at 0° C. over 2 hours. The reaction was allowed to warm to room temperature while stirring overnight. Water was added and the product was extracted with ether (2×) then ethyl acetate (2×), dried over Na2SO4 and concentrated in vacuo. T... Starting materials: ClCCl, O=C(O)C1CC1, [Cl-], [Na+], [OH-], OC1CNCCC1c1ccccc1. The product is O=C(C1CC1)N1CCC(c2ccccc2)C(O)C1. Reaction SMILES: [CH2:23]([Cl:24])[Cl:25].[CH:17]1([C:20](=[O:21])[OH:22])[CH2:18][CH2:19]1.[Cl-:16].[Na+:15].[OH-:14].[c:1]1([CH:7]2[CH:8]([OH:13])[CH2:9][NH:10][CH2:11][CH2:12]2)[cH:2][cH:3][cH:4][cH:5][cH:6]1>>[c:1]1([CH:7]2[CH:8]([OH:13])[CH2:9][N:10]([C:20]([CH:17]3[CH2:18][CH2:19]3)=[O:21])[CH2:11][CH2:12]2)[cH:2][cH:3][cH:4][cH:5][cH:6]1. Reactants: [BH4-].[Na+] (Sodium borohydride), N1N=C(N=C1)\C=C\1/CN(CCC1=O)C(C1=CC=CC=C1)(C1=CC=CC=C1)C1=CC=CC=C1 ((E)-3-[(1,2,4-triazol-3-yl)methylidene]-1-(triphenylmethyl)piperidin-4-one), ClCCl (dichloromethane). Run in CO (methanol). Conditions: time 30 minute. Product: N1N=C(N=C1)\C=C\1/CN(CCC1O)C(C1=CC=CC=C1)(C1=CC=CC=C1)C1=CC=CC=C1 ((E)-3-[(1,2,4-triazol-3-yl)methylidene]-1-(triphenylmethyl)piperidin-4-ol). Isolated yield 87.0%. Reaction SMILES: [BH4-].[Na+].[NH:3]1[CH:7]=[N:6][C:5](/[CH:8]=[C:9]2\[CH2:10][N:11]([C:16]([C:29]3[CH:34]=[CH:33][CH:32]=[CH:31][CH:30]=3)([C:23]3[CH:28]=[CH:27][CH:26]=[CH:25][CH:24]=3)[C:17]3[CH:22]=[CH:21][CH:20]=[CH:19][CH:18]=3)[CH2:12][CH2:13][C:14]\2=[O:15])=[N:4]1.ClCCl>CO>[NH:3]1[CH:7]=[N:6][C:5](/[CH:8]=[C:9]2\[CH2:10][N:11]([C:16]([C:29]3[CH:34]=[CH:33][CH:32]=[CH:31][CH:30]=3)([C:23]3[CH:24]=[CH:25][CH:26]=[CH:27][CH:28]=3)[C:17]3[CH:22]=[CH:21][CH:20]=[CH:19][CH:18]=3)[CH2:12][CH2:13][CH:14]\2[OH:15])=[N:4]1 |f:0.1|. Reported procedure: Sodium borohydride (131 mg) was added to a solution of (E)-3-[(1,2,4-triazol-3-yl)methylidene]-1-(triphenylmethyl)piperidin-4-one (2.92 g) in a mixed solvent of dichloromethane (60 ml) and methanol (60 ml) at 0° C. After the mixture was stirred at room temperature for 30 minutes, the reaction was quenched by addition of a saturated aqueous ammonium chloride solution. Products were extracted with ethyl acetate, and the extract was washed with a saturated aqueous sodium chloride solution and dried... Reactants: C1CCOC1, ClC(Cl)Cl, O=C(CCl)N1CCC2(CC1)CCN(c1ccc(OC(F)(F)F)cc1)C2=O, [H-], [Na+], OC1CCCC1. Yields the product O=C(COC1CCCC1)N1CCC2(CC1)CCN(c1ccc(OC(F)(F)F)cc1)C2=O. As a reaction SMILES: [CH2:35]1[O:36][CH2:37][CH2:38][CH2:39]1.[CH:40]([Cl:41])([Cl:42])[Cl:43].[Cl:9][CH2:10][C:11](=[O:12])[N:13]1[CH2:14][CH2:15][C:16]2([CH2:17][CH2:18][N:19]([c:22]3[cH:23][cH:24][c:25]([O:28][C:29]([F:30])([F:31])[F:32])[cH:26][cH:27]3)[C:20]2=[O:21])[CH2:33][CH2:34]1.[H-:2].[Na+:1].[OH:3][CH:4]1[CH2:5][CH2:6][CH2:7][CH2:8]1>>[O:3]([CH:4]1[CH2:5][CH2:6][CH2:7][CH2:8]1)[CH2:10][C:11](=[O:12])[N:13]1[CH2:14][CH2:15][C:16]2([CH2:17][CH2:18][N:19]([c:22]3[cH:23][cH:24][c:25]([O:28][C:29]([F:30])([F:31])[F:32])[cH:26][cH:27]3)[C:20]2=[O:21])[CH2:33][CH2:34]1. Starting materials: CN(C)C=O, [H-], CCI, [Na+], O, CCOC(=O)CCc1cn(Cc2ccc(OCc3nc(-c4ccccc4)oc3C)cc2)nc1O. Yields the product CCOC(=O)CCc1cn(Cc2ccc(OCc3nc(-c4ccccc4)oc3C)cc2)nc1OCC. Reaction SMILES: [CH3:41][N:42]([CH3:43])[CH:44]=[O:45].[H-:35].[I:37][CH2:38][CH3:39].[Na+:36].[OH2:40].[OH:1][c:2]1[n:3][n:4]([CH2:14][c:15]2[cH:16][cH:17][c:18]([O:21][CH2:22][c:23]3[n:24][c:25](-[c:29]4[cH:30][cH:31][cH:32][cH:33][cH:34]4)[o:26][c:27]3[CH3:28])[cH:19][cH:20]2)[cH:5][c:6]1[CH2:7][CH2:8][C:9](=[O:10])[O:11][CH2:12][CH3:13]>>[O:1]([c:2]1[n:3][n:4]([CH2:14][c:15]2[cH:16][cH:17][c:18]([O:21][CH2:22][c:23]3[n:24][c:25](-[c:29]4[cH:30][cH:31][cH:32][cH:33][cH:34]4)[o:26][c:27]3[CH3:28])[cH:19][cH:20]2)[cH:5][c:6]1[CH2:7][CH2:8][C:9](=[O:10])[O:11][CH2:12][CH3:13])[CH2:38][CH3:39]. The reactants are C, CCCCCC1CCC(C2CCC(C=CC(F)(F)Oc3cc(F)c(F)c(F)c3)CC2)CC1, CCO, [Pd], Cc1ccccc1. Yields the product CCCCCC1CCC(C2CCC(CCC(F)(F)Oc3cc(F)c(F)c(F)c3)CC2)CC1. RXN SMILES: [C:33].[CH2:1]([CH2:2][CH2:3][CH2:4][CH3:5])[CH:6]1[CH2:7][CH2:8][CH:9]([CH:12]2[CH2:13][CH2:14][CH:15]([CH:18]=[CH:19][C:20]([O:21][c:22]3[cH:23][c:24]([F:30])[c:25]([F:29])[c:26]([F:28])[cH:27]3)([F:31])[F:32])[CH2:16][CH2:17]2)[CH2:10][CH2:11]1.[CH2:35]([OH:36])[CH3:37].[Pd:34].[c:38]1([CH3:39])[cH:40][cH:41][cH:42][cH:43][cH:44]1>>[CH2:1]([CH2:2][CH2:3][CH2:4][CH3:5])[CH:6]1[CH2:7][CH2:8][CH:9]([CH:12]2[CH2:13][CH2:14][CH:15]([CH2:18][CH2:19][C:20]([O:21][c:22]3[cH:23][c:24]([F:30])[c:25]([F:29])[c:26]([F:28])[cH:27]3)([F:31])[F:32])[CH2:16][CH2:17]2)[CH2:10][CH2:11]1. Reactants: [Br-], O=C(O)c1ccc(C[P+](c2ccccc2)(c2ccccc2)c2ccccc2)cc1F, CC(C)(C)[O-], CN(C)C=O, CC(=O)Nc1nc(C=O)cs1, [K+], O. Yields the product CC(=O)Nc1nc(C=Cc2ccc(C(=O)O)c(F)c2)cs1. RXN SMILES: [Br-:1].[C:2](=[O:3])([OH:4])[c:5]1[c:6]([F:31])[cH:7][c:8]([CH2:9][P+:10]([c:11]2[cH:12][cH:13][cH:14][cH:15][cH:16]2)([c:17]2[cH:18][cH:19][cH:20][cH:21][cH:22]2)[c:23]2[cH:24][cH:25][cH:26][cH:27][cH:28]2)[cH:29][cH:30]1.[CH3:43][C:44]([CH3:45])([O-:46])[CH3:47].[CH3:50][N:51]([CH3:52])[CH:53]=[O:54].[CH:32](=[O:33])[c:34]1[n:35][c:36]([NH:39][C:40]([CH3:41])=[O:42])[s:37][cH:38]1.[K+:48].[OH2:49]>>[C:2](=[O:3])([OH:4])[c:5]1[c:6]([F:31])[cH:7][c:8]([CH:9]=[CH:32][c:34]2[n:35][c:36]([NH:39][C:40]([CH3:41])=[O:42])[s:37][cH:38]2)[cH:29][cH:30]1.